From a dataset of the Open Reaction Database (ORD), a public repository of structured organic reaction records. describe an organic reaction: reactants, conditions, products, and yield The reactants are N(=O)[O-].[Na+] (Sodium nitrite), NC1=C(C=C(C#N)C=C1)CC#N (4-amino-3-cyanomethyl-benzonitrile), S(=S)(=O)([O-])[O-].[Na+].[Na+] (sodium thiosulphate), [I-].[K+] (potassium iodide). Reaction SMILES: N([O-])=O.[Na+].N[C:6]1[CH:13]=[CH:12][C:9]([C:10]#[N:11])=[CH:8][C:7]=1[CH2:14][C:15]#[N:16].[I-:17].[K+].S([O-])([O-])(=O)=S.[Na+].[Na+]>O.S(=O)(=O)(O)O>[C:15]([CH2:14][C:7]1[CH:8]=[C:9]([CH:12]=[CH:13][C:6]=1[I:17])[C:10]#[N:11])#[N:16] |f:0.1,3.4,5.6.7|. Yields the product C(#N)CC=1C=C(C#N)C=CC1I (3-Cyanomethyl-4-iodo-benzonitrile). Procedure details: 2 mmol of Sodium nitrite in 5 ml water is added dropwise over 10 minutes to a stirred solution of 2 mmol of 4-amino-3-cyanomethyl-benzonitrile in 6 ml of water and 3 ml of conc. sulphuric acid at 0° C. After a further 15 minutes at 5° C., a solution of 3.9 mmol of potassium iodide in 6 ml of water is quickly added and the mixture allowed to warm to room temperature. 10% Aqueous sodium thiosulphate is added, the mixture is extracted with ethyl acetate, the extract is dried over magnesium sulphate... Run at time 15 minute. The solvent is O (water), O (water), S(O)(O)(=O)=O (sulphuric acid), O (water). Starting materials: C(C)(C)(C)OC(CN1C(=C(C2=CC(=CC=C12)F)C1=NN(S(C2=C1C=CC=C2)(=O)=O)CC2=CC=C(C=C2)Cl)C)=O ({3-[2-(4-Chloro-benzyl)-1,1-dioxo-1,2-dihydro-1λ6-benzo[e][1,2,3]thiadiazin-4-yl]-5-fluoro-2-methyl-indol-1-yl}-acetic acid tert-butyl ester), C(=O)(C(F)(F)F)O (TFA). Yields the product ClC1=CC=C(CN2S(C3=C(C(=N2)C2=C(N(C4=CC=C(C=C24)F)CC(=O)O)C)C=CC=C3)(=O)=O)C=C1 ({3-[2-(4-Chloro-benzyl)-1,1-dioxo-1,2-dihydro-1λ6-benzo[e][1,2,3]thiadiazin-4-yl]-5-fluoro-2-methyl-indol-1-yl}-acetic acid). RXN SMILES: C([O:5][C:6](=[O:39])[CH2:7][N:8]1[C:16]2[C:11](=[CH:12][C:13]([F:17])=[CH:14][CH:15]=2)[C:10]([C:18]2[C:23]3[CH:24]=[CH:25][CH:26]=[CH:27][C:22]=3[S:21](=[O:29])(=[O:28])[N:20]([CH2:30][C:31]3[CH:36]=[CH:35][C:34]([Cl:37])=[CH:33][CH:32]=3)[N:19]=2)=[C:9]1[CH3:38])(C)(C)C.C(O)(C(F)(F)F)=O>>[Cl:37][C:34]1[CH:35]=[CH:36][C:31]([CH2:30][N:20]2[N:19]=[C:18]([C:10]3[C:11]4[C:16](=[CH:15][CH:14]=[C:13]([F:17])[CH:12]=4)[N:8]([CH2:7][C:6]([OH:39])=[O:5])[C:9]=3[CH3:38])[C:23]3[CH:24]=[CH:25][CH:26]=[CH:27][C:22]=3[S:21]2(=[O:28])=[O:29])=[CH:32][CH:33]=1. Procedure details: {3-[2-(4-Chloro-benzyl)-1,1-dioxo-1,2-dihydro-1λ6-benzo[e][1,2,3]thiadiazin-4-yl]-5-fluoro-2-methyl-indol-1-yl}-acetic acid tert-butyl ester (61 μmol) was treated with TFA (2 mL) for 2 hours, concentrated, and purified by preparative LCMS to give the title compound. 1H NMR (d6-DMSO) δ 8.15 (d, 1H), 7.91 (t, 1H), 7.82 (t, 1H), 7.45 (m, 6H), 6.89 (dt, 1H), 6.60 (dd, 1H), 5.08 (bs, 2H), 4.59 (s, 2H), 2.08 (s, 3H) ppm. MS calculated for C25H19FClN3O4S—H: 510, observed: 510. The reactants are Brc1ccc2[nH]ncc2c1, O=C([O-])[O-], CS(C)=O, ClCCBr, [Cs+], [Cs+], O. Yields the product ClCCn1ncc2cc(Br)ccc21. RXN SMILES: [Br:5][c:6]1[cH:7][c:8]2[cH:9][n:10][nH:11][c:12]2[cH:13][cH:14]1.[C:15](=[O:16])([O-:17])[O-:18].[CH3:22][S:23]([CH3:24])=[O:25].[Cl:1][CH2:2][CH2:3][Br:4].[Cs+:19].[Cs+:20].[OH2:21]>>[Cl:1][CH2:2][CH2:3][n:11]1[n:10][cH:9][c:8]2[cH:7][c:6]([Br:5])[cH:14][cH:13][c:12]21. The reactants are CCOC(C)=O, CO, CSCc1cc(N2CCOCC2C)nc(Cl)n1, [Na+], [Na+], O, O=S([O-])S(=O)(=O)[O-]. Yields the product CC1COCCN1c1cc(CS(C)=O)nc(Cl)n1. RXN SMILES: [CH3:28][CH2:29][O:30][C:31]([CH3:32])=[O:33].[CH3:34][OH:35].[Cl:1][c:2]1[n:3][c:4]([CH2:15][S:16][CH3:17])[cH:5][c:6]([N:8]2[CH:9]([CH3:14])[CH2:10][O:11][CH2:12][CH2:13]2)[n:7]1.[Na+:25].[Na+:26].[OH2:27].[S:18](=[O:19])([S:20]([O-:21])=[O:22])([O-:23])=[O:24]>>[Cl:1][c:2]1[n:3][c:4]([CH2:15][S:16]([CH3:17])=[O:19])[cH:5][c:6]([N:8]2[CH:9]([CH3:14])[CH2:10][O:11][CH2:12][CH2:13]2)[n:7]1. Reaction conditions: temperature 100 celsius, time 8 hour. The reactants are O (water), NC1=C(C(=O)OC)C=CC(=C1)C(=O)OC (dimethyl 2-aminoterephthalate), CC(CC#N)C (3-methylbutanenitrile), Cl (HCl). Yields the product C(C(C)C)C1=NC2=CC(=CC=C2C(N1)=O)C(=O)OC (methyl 2-isobutyl-4-oxo-3,4-dihydroquinazoline-7-carboxylate). Procedure: A mixture of dimethyl 2-aminoterephthalate (3.0 g, 14.4 mmol), 3-methylbutanenitrile (1.2 g, 14.4 mmol), and saturated HCl solution in dioxane (20 mL) in sealed tube was stirred at 100° C. overnight. After it was cooled to room temperature, the reaction mixture was poured into water (50 mL) and extracted with ethyl acetate (3×20 mL). The combined organic layer was concentrated and the residue was purified by silica gel chromatography give the desired product. MS (ESI): 260 (MH+). Run in O1CCOCC1 (dioxane). RXN SMILES: [NH2:1][C:2]1[CH:11]=[C:10]([C:12]([O:14][CH3:15])=[O:13])[CH:9]=[CH:8][C:3]=1[C:4]([O:6]C)=O.[CH3:16][CH:17]([CH3:21])[CH2:18][C:19]#[N:20].Cl.O>O1CCOCC1>[CH2:18]([C:19]1[NH:20][C:4](=[O:6])[C:3]2[C:2](=[CH:11][C:10]([C:12]([O:14][CH3:15])=[O:13])=[CH:9][CH:8]=2)[N:1]=1)[CH:17]([CH3:21])[CH3:16]. The reactants are [Li+].[BH4-] (LiBH4), C(C)OC(=O)C1=NC(=CC=C1)SC(C)CC (6-sec-butylsulfanyl-pyridine-2-carboxylic acid ethyl ester), O (water). The solvent is C1CCOC1 (THF). Conditions: temperature 40 celsius, time 1 hour. The product is C(C)(CC)SC1=CC=CC(=N1)CO ((6-sec-butylsulfanyl-pyridin-2-yl)-methanol). The yield is 89.9%. As a reaction SMILES: C([O:3][C:4]([C:6]1[CH:11]=[CH:10][CH:9]=[C:8]([S:12][CH:13]([CH2:15][CH3:16])[CH3:14])[N:7]=1)=O)C.[Li+].[BH4-].O>C1COCC1>[CH:13]([S:12][C:8]1[N:7]=[C:6]([CH2:4][OH:3])[CH:11]=[CH:10][CH:9]=1)([CH2:15][CH3:16])[CH3:14] |f:1.2|. Procedure details: 6-sec-Butylsulfanyl-pyridine-2-carboxylic acid ethyl ester (0.17 g, 0.71 mmol) obtained in Step A was dissolved in anhydrous THF (3 mL). 2.0 M LiBH4 solution (0.5 mL, 1.0 mmol) was added thereto, and the mixture was stirred at 40° C. for 1 hour. After the termination of the reaction, the reactant was cooled to room temperature. The reactant was added with water and then extracted with EtOAc. The organic layer was separated, dried with MgSO4, and concentrated under reduced pressure to obtain the ... Starting materials: C(C1=CC=CC=C1)OC1=CC=C(C#N)C=C1 (4-benzyloxybenzonitrile), [OH-].[K+] (KOH). Solvent: [Cl-].[Na+].O (brine), C(C)(C)(C)O (tert-butanol). Conditions: temperature 78 celsius. The product is C(C1=CC=CC=C1)OC1=CC=C(C(=O)N)C=C1 (4-Benzyloxybenzamide). Isolated yield 101.3%. As a reaction SMILES: [CH2:1]([O:8][C:9]1[CH:16]=[CH:15][C:12]([C:13]#[N:14])=[CH:11][CH:10]=1)[C:2]1[CH:7]=[CH:6][CH:5]=[CH:4][CH:3]=1.[OH-:17].[K+]>C(O)(C)(C)C.[Cl-].[Na+].O>[CH2:1]([O:8][C:9]1[CH:10]=[CH:11][C:12]([C:13]([NH2:14])=[O:17])=[CH:15][CH:16]=1)[C:2]1[CH:3]=[CH:4][CH:5]=[CH:6][CH:7]=1 |f:1.2,4.5.6|. Procedure details: To a solution of 4-benzyloxybenzonitrile (0.61 g, 2.91 mmol) in 15 ml of tert-butanol was added fine powder of KOH (1.22 g, 21.78 mmol) and the resulting reaction mixture was refluxed for 4 h at 78° C. After the completion of the reaction (TLC monitoring), added brine solution and extracted with ethyl acetate (3×50 ml). The combined organic layer was dried over Na2SO4, filtered and concentrated under vacuum, to get the product (0.67 g) that was used as such for the next step. Starting materials: COc1ccc(Cn2cc(C(=O)c3ccc(C)cn3)c(=O)c3ccccc32)cc1, Cl, C1COCCO1. Product: Cc1ccc(C(=O)c2c[nH]c3ccccc3c2=O)nc1. RXN SMILES: [CH3:2][O:3][c:4]1[cH:5][cH:6][c:7]([CH2:8][n:9]2[cH:10][c:11]([C:20](=[O:21])[c:22]3[n:23][cH:24][c:25]([CH3:28])[cH:26][cH:27]3)[c:12](=[O:19])[c:13]3[cH:14][cH:15][cH:16][cH:17][c:18]23)[cH:29][cH:30]1.[ClH:1].[O:31]1[CH2:32][CH2:33][O:34][CH2:35][CH2:36]1>>[nH:9]1[cH:10][c:11]([C:20](=[O:21])[c:22]2[n:23][cH:24][c:25]([CH3:28])[cH:26][cH:27]2)[c:12](=[O:19])[c:13]2[cH:14][cH:15][cH:16][cH:17][c:18]12. Starting materials: COc1cc2ccnc(Oc3ccccc3)c2cc1C, CC(=O)[O-], [NH4+]. The product is COc1cc2ccnc(N)c2cc1C. RXN SMILES: [CH3:1][O:2][c:3]1[cH:4][c:5]2[cH:6][cH:7][n:8][c:9]([O:14][c:15]3[cH:16][cH:17][cH:18][cH:19][cH:20]3)[c:10]2[cH:11][c:12]1[CH3:13].[CH3:22][C:23](=[O:24])[O-:25].[NH4+:21]>>[CH3:1][O:2][c:3]1[cH:4][c:5]2[cH:6][cH:7][n:8][c:9]([NH2:21])[c:10]2[cH:11][c:12]1[CH3:13]. The reactants are C(C)OC(=O)C(C=O)C=O (ethoxycarbonylmalonaldehyde), ice water, [OH-].[NH4+] (ammonium hydroxide), C(C)(C)(C)ONC(=O)C1=COC=C1 (3-(t-butoxycarbamoyl)furan), Cl (hydrogen chloride). Reagents/catalysts: [Cl-].[Zn+2].[Cl-] (zinc chloride). Run in C(C)O (ethanol), C(C)O (ethanol). Run at temperature 80 celsius, time 5 minute. The product is O1C=CC2=NC=C(C=C21)C(=O)OCC (ethyl furo[3,2-b]pyridine-6-carboxylate). As a reaction SMILES: Cl.C(ONC([C:10]1[CH:14]=[CH:13][O:12][CH:11]=1)=O)(C)(C)C.[CH2:15]([O:17][C:18]([CH:20]([CH:23]=O)[CH:21]=O)=[O:19])[CH3:16].[OH-].[NH4+:26]>C(O)C.[Cl-].[Zn+2].[Cl-]>[O:12]1[C:11]2[C:10](=[N:26][CH:21]=[C:20]([C:18]([O:17][CH2:15][CH3:16])=[O:19])[CH:23]=2)[CH:14]=[CH:13]1 |f:3.4,6.7.8|. Reported procedure: To a solution of conc. hydrogen chloride (100 mL) containing zinc chloride (11.6 g, 83 mmoL) was added 3-(t-butoxycarbamoyl)furan (13.8 g, 75.4 mmol). After stirring for 5 minutes, the reaction mixture was diluted with ethanol (60 mL) and a solution of ethoxycarbonylmalonaldehyde (11.6 g, 80.6 mmol) in ethanol (40 mL) was added. This mixture was warmed at 80° C. for two hours and then cooled and poured into ice/water and made basic with ammonium hydroxide. The product was extracted into methylen...